From a dataset of the Open Reaction Database (ORD), a public repository of structured organic reaction records. describe an organic reaction: reactants, conditions, products, and yield Reactants: C1CCOC1, COC(=O)C1CN(c2cccc(Cl)n2)CC1c1ccc(F)cc1F, [Li+], [Na+], [OH-], O=S(=O)([O-])O. Product: O=C(O)C1CN(c2cccc(Cl)n2)CC1c1ccc(F)cc1F. As a reaction SMILES: [CH2:33]1[O:34][CH2:35][CH2:36][CH2:37]1.[Cl:1][c:2]1[cH:3][cH:4][cH:5][c:6]([N:8]2[CH2:9][CH:10]([C:21](=[O:22])[O:23][CH3:24])[CH:11]([c:13]3[c:14]([F:20])[cH:15][c:16]([F:19])[cH:17][cH:18]3)[CH2:12]2)[n:7]1.[Li+:26].[Na+:32].[OH-:25].[S:27](=[O:28])(=[O:29])([OH:30])[O-:31]>>[Cl:1][c:2]1[cH:3][cH:4][cH:5][c:6]([N:8]2[CH2:9][CH:10]([C:21](=[O:22])[OH:23])[CH:11]([c:13]3[c:14]([F:20])[cH:15][c:16]([F:19])[cH:17][cH:18]3)[CH2:12]2)[n:7]1. Starting materials: C(C1=CC=CC=C1)OC([C@@H](NC([C@@H](NC([C@@H](NC(=O)OCC1C2=CC=CC=C2C=2C=CC=CC12)CC1=C(C=CC=C1)C)=O)C(C)(C)C)=O)CC(C)C)=O (N-[N-[N-[(9-fluorenyl)-methoxycarbonyl]-2-methyl-L-phenylalanyl]-3-methyl-L-valyl]-L-leucine benzyl ester). Run in N1CCCCC1 (piperidine), ClCCl (dichloromethane). The product is C(C1=CC=CC=C1)OC([C@@H](NC([C@@H](NC([C@@H](N)CC1=C(C=CC=C1)C)=O)C(C)(C)C)=O)CC(C)C)=O (N-[N-[2-methyl-L-phenylalanyl]-3-methyl-L-valyl]-L-leucine benzyl ester). Isolated yield 99.8%. Reaction SMILES: [CH2:1]([O:8][C:9](=[O:53])[C@H:10]([CH2:49][CH:50]([CH3:52])[CH3:51])[NH:11][C:12](=[O:48])[C@H:13]([C:44]([CH3:47])([CH3:46])[CH3:45])[NH:14][C:15](=[O:43])[C@H:16]([CH2:35][C:36]1[CH:41]=[CH:40][CH:39]=[CH:38][C:37]=1[CH3:42])[NH:17]C(OCC1C2C=CC=CC=2C2C1=CC=CC=2)=O)[C:2]1[CH:7]=[CH:6][CH:5]=[CH:4][CH:3]=1>N1CCCCC1.ClCCl>[CH2:1]([O:8][C:9](=[O:53])[C@H:10]([CH2:49][CH:50]([CH3:51])[CH3:52])[NH:11][C:12](=[O:48])[C@H:13]([C:44]([CH3:45])([CH3:46])[CH3:47])[NH:14][C:15](=[O:43])[C@H:16]([CH2:35][C:36]1[CH:41]=[CH:40][CH:39]=[CH:38][C:37]=1[CH3:42])[NH2:17])[C:2]1[CH:7]=[CH:6][CH:5]=[CH:4][CH:3]=1. Procedure details: A solution of 10 g (13.95 mmol) of N-[N-[N-[(9-fluorenyl)-methoxycarbonyl]-2-methyl-L-phenylalanyl]-3-methyl-L-valyl]-L-leucine benzyl ester in 30 ml of piperidine and 120 ml of dichloromethane was stirred for 30 minutes at room temperature. The solvent was removed by evaporation and the residue was chromatographed on silica gel using firstly 20% ethyl acetate in hexane and then 10% methanolin dichloromethane for the elution. Evaporation gave 6.9 g of N-[N-[2-methyl-L-phenylalanyl]-3-methyl-L-va...